Dataset: the Open Reaction Database (ORD), a public repository of structured organic reaction records. Task: describe an organic reaction: reactants, conditions, products, and yield The reactants are Nc1nc2ccc(Br)cc2[nH]1, CC(=O)OC(C)=O, ClCCl, c1ccncc1. Product: CC(=O)Nc1nc2ccc(Br)cc2[nH]1. Reaction SMILES: [Br:1][c:2]1[cH:3][cH:4][c:5]2[c:6]([nH:7][c:8]([NH2:10])[n:9]2)[cH:11]1.[CH3:18][C:19](=[O:20])[O:21][C:22](=[O:23])[CH3:24].[Cl:25][CH2:26][Cl:27].[cH:12]1[cH:13][cH:14][n:15][cH:16][cH:17]1>>[Br:1][c:2]1[cH:3][cH:4][c:5]2[c:6]([nH:7][c:8]([NH:10][C:19]([CH3:18])=[O:20])[n:9]2)[cH:11]1. Starting materials: FC=1C=C(C=C(C1)F)[C@]1([C@@H](N[C@@H](CO1)C)C)O ((2S,3S,5R)-2-(3,5-difluorophenyl)-2-hydroxy-3,5-dimethylmorpholine), C([O-])([O-])=O.[K+].[K+] (potassium carbonate), CCCCCCC (heptane), ClC(=O)OCCl (chloromethyl chloroformate). Run in C(C)(=O)OCC (ethyl acetate), ClCCl (dichloromethane), O (Water), ClCCl (dichloromethane). Reaction conditions: temperature 5 celsius. Product: ClCOC(=O)N1[C@H]([C@](OC[C@H]1C)(O)C1=CC(=CC(=C1)F)F)C ((2S,3S,5R)-2-(3,5-difluorophenyl)-2-hydroxy-3,5-dimethylmorpholine-4-carboxylic acid chloromethyl ester). Yield: 81.1%. Reaction SMILES: [F:1][C:2]1[CH:3]=[C:4]([C@:9]2([OH:17])[O:14][CH2:13][C@@H:12]([CH3:15])[NH:11][C@H:10]2[CH3:16])[CH:5]=[C:6]([F:8])[CH:7]=1.C(=O)([O-])[O-].[K+].[K+].Cl[C:25]([O:27][CH2:28][Cl:29])=[O:26].CCCCCCC>ClCCl.O.C(OCC)(=O)C>[Cl:29][CH2:28][O:27][C:25]([N:11]1[C@H:12]([CH3:15])[CH2:13][O:14][C@:9]([C:4]2[CH:3]=[C:2]([F:1])[CH:7]=[C:6]([F:8])[CH:5]=2)([OH:17])[C@@H:10]1[CH3:16])=[O:26] |f:1.2.3|. Procedure: To a stirring solution of (2S,3S,5R)-2-(3,5-difluorophenyl)-2-hydroxy-3,5-dimethylmorpholine (2.5 g, 10.28 mmol) in dichloromethane (50 mL) at room temperature under nitrogen, was added potassium carbonate (1.42 gm, 10.28 mmol). The mixture was cooled to 5° C. with a wet ice bath, and chloromethyl chloroformate (0.915 mL, 10.28 mmol) in dichloromethane (10 mL) was added dropwise. The mixture was allowed to warn to room temperature slowly and stirred over night. TLC analysis (1:1 heptane:ethyl ac... RXN SMILES: [CH2:1]([CH3:2])[n:3]1[n:4][cH:5][c:6]2[c:7]1[n:8][c:9]([CH2:60][CH3:61])[c:10]([CH2:19][NH:20][C:21](=[O:22])[c:23]1[cH:24][c:25]([C:29](=[O:30])[NH:31][CH2:32][c:33]3[cH:34][c:35](-[c:39]4[cH:40][c:41]([CH2:45][N:46]5[CH2:47][CH:48]([CH3:59])[N:49]([C:52]([O:53][C:54]([CH3:55])([CH3:56])[CH3:57])=[O:58])[CH2:50][CH2:51]5)[cH:42][cH:43][cH:44]4)[cH:36][cH:37][cH:38]3)[cH:26][cH:27][cH:28]1)[c:11]2[NH:12][CH:13]1[CH2:14][CH2:15][O:16][CH2:17][CH2:18]1.[Cl:69][CH2:70][Cl:71].[F:62][C:63]([F:64])([F:65])[C:66]([OH:67])=[O:68]>>[CH2:1]([CH3:2])[n:3]1[n:4][cH:5][c:6]2[c:7]1[n:8][c:9]([CH2:60][CH3:61])[c:10]([CH2:19][NH:20][C:21](=[O:22])[c:23]1[cH:24][c:25]([C:29](=[O:30])[NH:31][CH2:32][c:33]3[cH:34][c:35](-[c:39]4[cH:40][c:41]([CH2:45][N:46]5[CH2:47][CH:48]([CH3:59])[NH:49][CH2:50][CH2:51]5)[cH:42][cH:43][cH:44]4)[cH:36][cH:37][cH:38]3)[cH:26][cH:27][cH:28]1)[c:11]2[NH:12][CH:13]1[CH2:14][CH2:15][O:16][CH2:17][CH2:18]1. Starting materials: CCc1nc2c(cnn2CC)c(NC2CCOCC2)c1CNC(=O)c1cccc(C(=O)NCc2cccc(-c3cccc(CN4CCN(C(=O)OC(C)(C)C)C(C)C4)c3)c2)c1, ClCCl, O=C(O)C(F)(F)F. Yields the product CCc1nc2c(cnn2CC)c(NC2CCOCC2)c1CNC(=O)c1cccc(C(=O)NCc2cccc(-c3cccc(CN4CCNC(C)C4)c3)c2)c1. Procedure: Preparation according to preparation 18: 1-ethyl-4-[2-fluoro-3-(2-methyl-1,3-dioxolan-2-yl)phenyl]-1,2,3,6-tetrahydropyridine (0.73 g, 2.5 mmol), methanol (20 ml), palladium on carbon (0.32 g) and hydrochloric acid (0.2 ml, cone). Yield: 0.7 g. MS m/z (relative intensity, 70 eV) 293 (M+, 23), 292 (12), 279 (15), 278 (bp) 84 (16). Run in CO (methanol). Reagents/catalysts: [Pd] (palladium on carbon). The reactants are ( 16 ), C(C)N1CCC(=CC1)C1=C(C(=CC=C1)C1(OCCO1)C)F (1-ethyl-4-[2-fluoro-3-(2-methyl-1,3-dioxolan-2-yl)phenyl]-1,2,3,6-tetrahydropyridine), ( 15 ), Cl (hydrochloric acid), ( 12 ). As a reaction SMILES: [CH2:1]([N:3]1[CH2:8][CH:7]=[C:6]([C:9]2[CH:14]=[CH:13][CH:12]=[C:11]([C:15]3([CH3:20])[O:19][CH2:18][CH2:17][O:16]3)[C:10]=2[F:21])[CH2:5][CH2:4]1)[CH3:2].Cl>[Pd].CO>[CH2:1]([N:3]1[CH2:8][CH2:7][CH:6]([C:9]2[CH:14]=[CH:13][CH:12]=[C:11]([C:15]3([CH3:20])[O:16][CH2:17][CH2:18][O:19]3)[C:10]=2[F:21])[CH2:5][CH2:4]1)[CH3:2]. Product: C(C)N1CCC(CC1)C1=C(C(=CC=C1)C1(OCCO1)C)F (1-ETHYL-4-[2-FLUORO-3-(2-METHYL-1,3-DIOXOLAN-2-YL)PHENYL]PIPERIDINE).